This data is from the Open Reaction Database (ORD), a public repository of structured organic reaction records. The task is: describe an organic reaction: reactants, conditions, products, and yield Reaction SMILES: [N+:1]([C:4]1[CH:5]=[C:6]([S:10]([NH2:13])(=[O:12])=[O:11])[CH:7]=[CH:8][CH:9]=1)([O-:3])=[O:2].[C:14](O)(=[O:21])[C:15]1[CH:20]=[CH:19][CH:18]=[CH:17][CH:16]=1.Cl.CN(C)CCCN=C=NCC>CN(C)C1C=CN=CC=1.ClCCl>[C:15]1([C:14]([NH:13][S:10]([C:6]2[CH:7]=[CH:8][CH:9]=[C:4]([N+:1]([O-:3])=[O:2])[CH:5]=2)(=[O:11])=[O:12])=[O:21])[CH:20]=[CH:19][CH:18]=[CH:17][CH:16]=1 |f:2.3|. The reactants are [N+](=O)([O-])C=1C=C(C=CC1)S(=O)(=O)N (3-nitrobenzenesulphonamide), C(C1=CC=CC=C1)(=O)O (benzoic acid), Cl.CN(CCCN=C=NCC)C (1-[3-(dimethylamino)propyl]-3-ethyl carbodiimide hydrochloride). The reagents and catalysts are CN(C1=CC=NC=C1)C (4-dimethylaminopyridine). Product: C1(=CC=CC=C1)C(=O)NS(=O)(=O)C1=CC(=CC=C1)[N+](=O)[O-] (1-(Phenylcarbonylaminosulphonyl)-3-nitrobenzene). Solvent: ClCCl (dichloromethane). The yield is 85.6%. Procedure: The title compound was prepared in the some way as that described in Example 11, Step 1, using 3-nitrobenzenesulphonamide (10.1 g, 50 mml), benzoic acid (6.1 g, 50 mmol), 4-dimethylaminopyridine (6.1 g, 50 mmol), 1-[3-(dimethylamino)propyl]-3-ethyl carbodiimide hydrochloride (9.59 g, 50 mmol) and anhydrous dichloromethane (400ml). The title compound (13.1 g, 86%) was afforded as a colourless solid. mp 181°-183° C. 1H NMR (360 MHz, D6 -DMSO) δ 7.49 (2H, m), 7.61-7.66 (1H, m), 7.86-7.89 (2H, m), 7... Reactants: C(C)(=O)C1=C(C(=C(CSC2=NN=C(S2)NC(C(=O)OCC)CC=O)C=C1)CCC)O (ethyl [[5-[(4-acetyl-3-hydroxy-2-propylbenzyl)thio]-1,3,4-thiadiazol-2-yl]amino]-4-oxobutyrate), Cl (hydrochloric acid), [OH-].[Na+] (sodium hydroxide), [OH-].[Na+] (sodium hydroxide), C(C)(=O)OCC (ethyl acetate). Solvent: CO (methanol). Run at time 20 minute. Product: C(C)(=O)C1=C(C(=C(CSC2=NN=C(S2)NC(CCC(=O)O)=O)C=C1)CCC)O (4-[[5-[(4-acetyl-3- hydroxy-2-propylbenzyl)thio]-1,3,4-thiadiazol-2-yl]amino]-4-oxobutyric acid). As a reaction SMILES: [C:1]([C:4]1[CH:26]=[CH:25][C:7]([CH2:8][S:9][C:10]2[S:14][C:13]([NH:15][CH:16]([CH2:22][CH:23]=O)C(OCC)=O)=[N:12][N:11]=2)=[C:6]([CH2:27][CH2:28][CH3:29])[C:5]=1[OH:30])(=[O:3])[CH3:2].[OH-:31].[Na+].[C:33]([O:36]CC)(=[O:35])C.Cl>CO>[C:1]([C:4]1[CH:26]=[CH:25][C:7]([CH2:8][S:9][C:10]2[S:14][C:13]([NH:15][C:16](=[O:31])[CH2:22][CH2:23][C:33]([OH:36])=[O:35])=[N:12][N:11]=2)=[C:6]([CH2:27][CH2:28][CH3:29])[C:5]=1[OH:30])(=[O:3])[CH3:2] |f:1.2|. Procedure details: In 8 ml of 90% methanol was suspended 0.27 g of ethyl [[5-[(4-acetyl-3-hydroxy-2-propylbenzyl)thio]-1,3,4-thiadiazol-2-yl]amino]-4-oxobutyrate obtained in Example 23. Further 2 ml of a 1N aqueous sodium hydroxide solution was added to the suspension followed by stirring at room temperature for 20 minutes. An aqueous sodium hydroxide solution and ethyl acetate were added to the reaction mixture to fractionate. The aqueous phase was made acidic with a 1N hydrochloric acid and extracted with ethyl ... Reactants: FC1=CC=C(CC2=NN=C(S2)NC(=O)C2=CC=C(C=C2)C2CCC(CC2)CC(=O)OC(C)(C)C)C=C1 (tert-butyl (4-{4-[5-(4-fluorobenzyl)[1.3.4]thiadiazol-2-ylcarbamoyl]phenyl}cyclohexyl)acetate), FC(C(=O)O)(F)F (trifluoroacetic acid). Solvent: ClCCl (dichloromethane). Reaction conditions: time 18 hour. Product: FC1=CC=C(CC2=NN=C(S2)NC(=O)C2=CC=C(C=C2)C2CCC(CC2)CC(=O)O)C=C1 ((4-{4-[5-(4-fluorobenzyl)[1.3.4]thiadiazol-2-ylcarbamoyl]phenyl}cyclohexyl)acetic acid). The yield is 37.4%. RXN SMILES: [F:1][C:2]1[CH:36]=[CH:35][C:5]([CH2:6][C:7]2[S:11][C:10]([NH:12][C:13]([C:15]3[CH:20]=[CH:19][C:18]([CH:21]4[CH2:26][CH2:25][CH:24]([CH2:27][C:28]([O:30]C(C)(C)C)=[O:29])[CH2:23][CH2:22]4)=[CH:17][CH:16]=3)=[O:14])=[N:9][N:8]=2)=[CH:4][CH:3]=1.FC(F)(F)C(O)=O>ClCCl>[F:1][C:2]1[CH:36]=[CH:35][C:5]([CH2:6][C:7]2[S:11][C:10]([NH:12][C:13]([C:15]3[CH:20]=[CH:19][C:18]([CH:21]4[CH2:22][CH2:23][CH:24]([CH2:27][C:28]([OH:30])=[O:29])[CH2:25][CH2:26]4)=[CH:17][CH:16]=3)=[O:14])=[N:9][N:8]=2)=[CH:4][CH:3]=1. Procedure: 0.35 g of tert-butyl (4-{4-[5-(4-fluorobenzyl)[1.3.4]thiadiazol-2-ylcarbamoyl]phenyl}cyclohexyl)acetate (0.69 mmol, 1 eq.) is placed in 5 mL of dichloromethane. 1 mL of trifluoroacetic acid (13.46 mmol, 19.6 eq.) is added and the reaction medium is stirred for 18 hours at room temperature. The solvent is evaporated off and the residue is taken up in ethyl acetate, ethanol and methanol to give 117 mg of (4-{4-[5-(4-fluorobenzyl)[1.3.4]thiadiazol-2-ylcarbamoyl]phenyl}cyclohexyl)acetic acid.